Dataset: the Open Reaction Database (ORD), a public repository of structured organic reaction records. Task: describe an organic reaction: reactants, conditions, products, and yield The reactants are COC1=CC=C(C=C1)C1C=2C=CC(=NC2CN(C1)C)O (5-(4-Methoxy-phenyl)-7-methyl-5,6,7,8-tetrahydro-[1,7]naphthyridin-2-ol), COC1=NC=2CN(CC(C2C=C1)C1=CC=C(C=C1)OC)C (2-methoxy-5-(4-methoxy-phenyl)-7-methyl-5,6,7,8-tetrahydro-[1,7]naphthyridine), Cl (HCl). The product is Cl.COC1=CC=C(C=C1)C1C=2C=CC(=NC2CN(C1)C)O (5-(4-methoxy-phenyl)-7-methyl-5,6,7,8-tetrahydro-[1,7]naphthyridin-2-ol hydrochloride). RXN SMILES: [CH3:1][O:2][C:3]1[CH:8]=[CH:7][C:6]([CH:9]2[CH2:18][N:17]([CH3:19])[CH2:16][C:15]3[N:14]=[C:13]([OH:20])[CH:12]=[CH:11][C:10]2=3)=[CH:5][CH:4]=1.COC1C=CC2C(C3C=CC(OC)=CC=3)CN(C)CC=2N=1.[ClH:42]>>[ClH:42].[CH3:1][O:2][C:3]1[CH:4]=[CH:5][C:6]([CH:9]2[CH2:18][N:17]([CH3:19])[CH2:16][C:15]3[N:14]=[C:13]([OH:20])[CH:12]=[CH:11][C:10]2=3)=[CH:7][CH:8]=1 |f:3.4|. Procedure: 5-(4-Methoxy-phenyl)-7-methyl-5,6,7,8-tetrahydro-[1,7]naphthyridin-2-ol. A solution of 2-methoxy-5-(4-methoxy-phenyl)-7-methyl-5,6,7,8-tetrahydro-[1,7]naphthyridine (1.75 g, 6.15 mmol) in 4 M HCl (100 mL) was heated at reflux for 5 h. The solution was concentrated to give 5-(4-methoxy-phenyl)-7-methyl-5,6,7,8-tetrahydro-[1,7]naphthyridin-2-ol hydrochloride. The salt was neutralized with satd. aq. NaHCO3, and extracted with DCM. The organic layer was concentrated to give the title compound (1.14 ...